This data is from the Open Reaction Database (ORD), a public repository of structured organic reaction records. The task is: describe an organic reaction: reactants, conditions, products, and yield The reactants are C1CCOC1, O=C=Nc1c(Cl)cccc1Cl, COc1cc(CC(=O)OC(C)(C)C)ccc1N. Yields the product COc1cc(CC(=O)OC(C)(C)C)ccc1NC(=O)Nc1c(Cl)cccc1Cl. Reaction SMILES: [CH2:29]1[O:30][CH2:31][CH2:32][CH2:33]1.[Cl:18][c:19]1[c:20]([N:26]=[C:27]=[O:28])[c:21]([Cl:25])[cH:22][cH:23][cH:24]1.[NH2:1][c:2]1[c:3]([O:16][CH3:17])[cH:4][c:5]([CH2:8][C:9](=[O:10])[O:11][C:12]([CH3:13])([CH3:14])[CH3:15])[cH:6][cH:7]1>>[NH:1]([c:2]1[c:3]([O:16][CH3:17])[cH:4][c:5]([CH2:8][C:9](=[O:10])[O:11][C:12]([CH3:13])([CH3:14])[CH3:15])[cH:6][cH:7]1)[C:27]([NH:26][c:20]1[c:19]([Cl:18])[cH:24][cH:23][cH:22][c:21]1[Cl:25])=[O:28]. The reactants are CN(CCCc1ccccc1)CCCc1cccc2c1C(=O)NC2=O, CCO, NN, O. Yields the product CN(CCCN)CCCc1ccccc1. RXN SMILES: [CH3:1][N:2]([CH2:3][CH2:4][CH2:5][c:6]1[cH:7][cH:8][cH:9][cH:10][cH:11]1)[CH2:12][CH2:13][CH2:14][c:15]1[cH:16][cH:17][cH:18][c:19]2[c:24]1[C:22](=[O:23])[NH:21][C:20]2=[O:25].[CH3:29][CH2:30][OH:31].[NH2:27][NH2:28].[OH2:26]>>[CH3:1][N:2]([CH2:3][CH2:4][CH2:5][c:6]1[cH:7][cH:8][cH:9][cH:10][cH:11]1)[CH2:12][CH2:13][CH2:14][NH2:27]. Starting materials: ClC1=C(C(=O)O)C=C(C=C1SC)C (2-chloro-5-methyl-3-(methylthio)benzoic acid), NC1=NN=NN1C (5-amino-1-methyltetrazole), C(C(=O)Cl)(=O)Cl (oxalyl chloride), C(C(=O)Cl)(=O)Cl (oxalyl chloride). Reagents/catalysts: CN(C1=CC=NC=C1)C (4-(dimethylamino)pyridine). The solvent is N1=CC=CC=C1 (pyridine). Conditions: temperature 80 celsius, time 4 hour. The product is ClC1=C(C(=O)NC2=NN=NN2C)C=C(C=C1SC)C (2-chloro-5-methyl-3-methylthio-N-(1-methyltetrazol-5-yl)benzamide). Isolated yield 72.0%. RXN SMILES: [Cl:1][C:2]1[C:10]([S:11][CH3:12])=[CH:9][C:8]([CH3:13])=[CH:7][C:3]=1[C:4](O)=[O:5].[NH2:14][C:15]1[N:19]([CH3:20])[N:18]=[N:17][N:16]=1.C(Cl)(=O)C(Cl)=O>CN(C)C1C=CN=CC=1.N1C=CC=CC=1>[Cl:1][C:2]1[C:10]([S:11][CH3:12])=[CH:9][C:8]([CH3:13])=[CH:7][C:3]=1[C:4]([NH:14][C:15]1[N:19]([CH3:20])[N:18]=[N:17][N:16]=1)=[O:5]. Procedure: 500 mg (2.31 mmol) of 2-chloro-5-methyl-3-(methylthio)benzoic acid and 320 mg (3.23 mmol) of 5-amino-1-methyltetrazole and a catalytic amount of 4-(dimethylamino)pyridine were dissolved in 10 ml of pyridine. 410 mg (3.23 mmol) of oxalyl chloride were then carefully added dropwise. After ten minutes, the mixture was stirred at 80° C. for 4 h. To bring the reaction to completion, another 137 mg (1.08 mmol) of oxalyl chloride were added at RT and the mixture was stirred at 80° C. for another 4 h. F... The reactants are C[C@@H]1CC(=O)CC(=O)[C@]12C(=O)C3=C(O2)C(=C(C=C3OC)OC)Cl (griseofulvic acid), C(C)(=O)[O-].[NH4+] (ammonium acetate), C(=C)C(=O)CC (ethyl vinyl ketone). Run in C(C)O (ethanol). Reaction conditions: time 4 hour. Yields the product ClC1=C(C=C(C=2C([C@]3(C(C=4C=CC(=NC4C[C@H]3C)C)=O)OC21)=O)OC)OC ((2S,7′R)-7-chloro-4,6-dimethoxy-2′,7′-dimethyl-7′,8′-dihydro-3H,5′H-spiro[benzofuran-2,6′-quinoline]-3,5′-dione). Isolated yield 22.2%. As a reaction SMILES: [CH3:1][C@H:2]1[C@:9]2([O:14][C:13]3[C:15]([Cl:23])=[C:16]([O:21][CH3:22])[CH:17]=[C:18]([O:19][CH3:20])[C:12]=3[C:10]2=[O:11])[C:7](=[O:8])[CH2:6][C:4](=O)[CH2:3]1.C([O-])(=O)C.[NH4+:28].[CH:29]([C:31]([CH2:33]C)=O)=[CH2:30]>C(O)C>[Cl:23][C:15]1[C:13]2[O:14][C@:9]3([C@H:2]([CH3:1])[CH2:3][C:4]4[N:28]=[C:31]([CH3:33])[CH:29]=[CH:30][C:6]=4[C:7]3=[O:8])[C:10](=[O:11])[C:12]=2[C:18]([O:19][CH3:20])=[CH:17][C:16]=1[O:21][CH3:22] |f:1.2|. Procedure details: A 100 mL round-bottomed flask was charged with 1 g (2.9 mmol, 1 eq.) of griseofulvic acid, 0.34 g (4.4 mmol, 1.5 eq.) ammonium acetate and 347 μL (3.5 mmol, 1.2 eq.) of ethyl vinyl ketone in 10 mL ethanol. The mixture was left under agitation for 4 h at 80° C., cooled to ambient temperature then concentrated under reduced pressure. The residue was purified by chromatography on silica gel (CH2Cl2/AcOEt 98:2 to 80:20). A yellow solid (0.25 g) was obtained with a yield of 21%. Reactants: C(C)OC1=C(C=C(C=C1)F)C=1C2=C(N=CN1)NC(=C2)C=2CCN(CC2)C(=O)OC(C)(C)C (tert-butyl 4-[4-(2-ethoxy-5-fluorophenyl)-7H-pyrrolo[2,3-d]pyrimidin-6-yl]-3,6-dihydropyridine-1(2H)-carboxylate), FC(C(=O)O)(F)F (2,2,2-trifluoroacetic acid). The solvent is ClCCl (dichloromethane). Run at time 8 hour. The product is C(C)OC1=C(C=C(C=C1)F)C=1C2=C(N=CN1)NC(=C2)C=2CCNCC2 (4-(2-ethoxy-5-fluorophenyl)-6-(1,2,3,6-tetrahydropyridin-4-yl)-7H-pyrrolo[2,3-d]pyrimidine), hydrochloride salt. Reaction SMILES: [CH2:1]([O:3][C:4]1[CH:9]=[CH:8][C:7]([F:10])=[CH:6][C:5]=1[C:11]1[C:12]2[CH:19]=[C:18]([C:20]3[CH2:21][CH2:22][N:23](C(OC(C)(C)C)=O)[CH2:24][CH:25]=3)[NH:17][C:13]=2[N:14]=[CH:15][N:16]=1)[CH3:2].FC(F)(F)C(O)=O>ClCCl>[CH2:1]([O:3][C:4]1[CH:9]=[CH:8][C:7]([F:10])=[CH:6][C:5]=1[C:11]1[C:12]2[CH:19]=[C:18]([C:20]3[CH2:21][CH2:22][NH:23][CH2:24][CH:25]=3)[NH:17][C:13]=2[N:14]=[CH:15][N:16]=1)[CH3:2]. Procedure details: To a solution of Example 66B (220 mg, 0.502 mmol) in 5 mL dichloromethane was added 2,2,2-trifluoroacetic acid (0.387 ml, 5.02 mmol). The reaction was stirred at room temperature overnight. The solvent was removed under reduced pressure, and the residue was dried under high-vacuum for 2 hours. The residue was dissolved with 3 mL methanol, and the mixture was treated with excess 2 M hydrochloric acid/diethyl ether followed by stirring for 20 minutes. The mixture was then diluted with 50 mL diethy... Starting materials: S(=O)(=O)(OC)OC (Dimethyl sulphate), BrC=1C(=C(C(=O)OCC)C(=CC1)C)O (ethyl 3-bromo-2-hydroxy-6-methylbenzoate), BrC=1C(=C(C(=O)OCC)C(=CC1)C)O (ethyl 3-bromo-2-hydroxy-6-methylbenzoate), C([O-])([O-])=O.[K+].[K+] (potassium carbonate), resultant mixture. Solvent: CC(=O)C (acetone). The product is BrC=1C(=C(C(=O)OCC)C(=CC1)C)OC (ethyl 3-bromo-2-methoxy-6-methylbenzoate). As a reaction SMILES: S([O:6][CH3:7])(OC)(=O)=O.[Br:8][C:9]1[C:10](O)=[C:11]([C:17]([CH3:20])=[CH:18][CH:19]=1)[C:12]([O:14][CH2:15][CH3:16])=[O:13].C(=O)([O-])[O-].[K+].[K+]>CC(C)=O>[Br:8][C:9]1[C:10]([O:6][CH3:7])=[C:11]([C:17]([CH3:20])=[CH:18][CH:19]=1)[C:12]([O:14][CH2:15][CH3:16])=[O:13] |f:2.3.4|. Procedure details: Dimethyl sulphate (2.3 ml) was added to a suspension of ethyl 3-bromo-2-hydroxy-6-methylbenzoate (Intermediate 92, 5.19 g) and potassium carbonate (5.64 g) in dry acetone (70 ml) and the resultant mixture was stirred and heated at reflux for 2 hours. After cooling to room temperature, the mixture was filtered and the filtrate was evaporated to dryness. The residue was dissolved in ether and washed with NaHCO3 (saturated aqueous solution), dried (Na2SO4) and filtered. The filtrate was evaporated ... Procedure details: LiOH (0.100 g, 4.10 mmol) was added to a solution of 2-(2,6-dimethyl-4-(3-(4-(N-(methylsulfonyl)methylsulfonamido)phenyl)-4-oxo-3,4-dihydroquinazolin-2-yl)phenoxy)ethyl methanesulfonate (0.280 g, 0.44 mmol) in dioxane (20 mL) and H2O (20 mL), before heating at reflux temperature for 3.5 hours. The mixture was diluted with saturated NaHCO3, extracted with CH2Cl2, and concentrated in vacuo. Purification was effected by reverse phase chromatography eluting with 10% to 90% CH3CN in H2O with 0.1% TFA... The yield is 52.1%. The product is OCCOC1=C(C=C(C=C1C)C1=NC2=CC=CC=C2C(N1C1=CC=C(C=C1)NS(=O)(=O)C)=O)C (N-(4-(2-(4-(2-hydroxyethoxy)-3,5-dimethylphenyl)-4-oxoquinazolin-3(4H)-yl)phenyl)methanesulfonamide). Reactants: [Li+].[OH-] (LiOH), CS(=O)(=O)OCCOC1=C(C=C(C=C1C)C1=NC2=CC=CC=C2C(N1C1=CC=C(C=C1)N(S(=O)(=O)C)S(=O)(=O)C)=O)C (2-(2,6-dimethyl-4-(3-(4-(N-(methylsulfonyl)methylsulfonamido)phenyl)-4-oxo-3,4-dihydroquinazolin-2-yl)phenoxy)ethyl methanesulfonate). Reaction SMILES: [Li+].[OH-].CS([O:7][CH2:8][CH2:9][O:10][C:11]1[C:16]([CH3:17])=[CH:15][C:14]([C:18]2[N:27]([C:28]3[CH:33]=[CH:32][C:31]([N:34](S(C)(=O)=O)[S:35]([CH3:38])(=[O:37])=[O:36])=[CH:30][CH:29]=3)[C:26](=[O:43])[C:25]3[C:20](=[CH:21][CH:22]=[CH:23][CH:24]=3)[N:19]=2)=[CH:13][C:12]=1[CH3:44])(=O)=O>O1CCOCC1.O.C([O-])(O)=O.[Na+]>[OH:7][CH2:8][CH2:9][O:10][C:11]1[C:12]([CH3:44])=[CH:13][C:14]([C:18]2[N:27]([C:28]3[CH:33]=[CH:32][C:31]([NH:34][S:35]([CH3:38])(=[O:36])=[O:37])=[CH:30][CH:29]=3)[C:26](=[O:43])[C:25]3[C:20](=[CH:21][CH:22]=[CH:23][CH:24]=3)[N:19]=2)=[CH:15][C:16]=1[CH3:17] |f:0.1,5.6|. Solvent: O1CCOCC1 (dioxane), O (H2O), C(=O)(O)[O-].[Na+] (NaHCO3). Reactants: CCN=C=NCCCN(C)C, CN1CCOCC1, CC(C)[Si](OC1CCC(N2CCC(Cc3c(Cl)cc(-c4ccc(C(=O)O)cc4)cc3Cl)C2=O)CC1)(C(C)C)C(C)C, ClCCl, Cl, FC(F)(F)C1CCNCC1, On1nnc2ccccc21. The product is CC(C)[Si](OC1CCC(N2CCC(Cc3c(Cl)cc(-c4ccc(C(=O)N5CCC(C(F)(F)F)CC5)cc4)cc3Cl)C2=O)CC1)(C(C)C)C(C)C. RXN SMILES: [CH3:42][CH2:43][N:44]=[C:45]=[N:46][CH2:47][CH2:48][CH2:49][N:50]([CH3:51])[CH3:52].[CH3:53][N:54]1[CH2:55][CH2:56][O:57][CH2:58][CH2:59]1.[Cl:1][c:2]1[cH:3][c:4](-[c:33]2[cH:34][cH:35][c:36]([C:39](=[O:40])[OH:41])[cH:37][cH:38]2)[cH:5][c:6]([Cl:32])[c:7]1[CH2:8][CH:9]1[C:10](=[O:31])[N:11]([CH:14]2[CH2:15][CH2:16][CH:17]([O:20][Si:21]([CH:22]([CH3:23])[CH3:24])([CH:25]([CH3:26])[CH3:27])[CH:28]([CH3:29])[CH3:30])[CH2:18][CH2:19]2)[CH2:12][CH2:13]1.[Cl:81][CH2:82][Cl:83].[ClH:70].[F:71][C:72]([CH:73]1[CH2:74][CH2:75][NH:76][CH2:77][CH2:78]1)([F:79])[F:80].[OH:60][n:61]1[c:62]2[c:63]([cH:64][cH:65][cH:66][cH:67]2)[n:68][n:69]1>>[Cl:1][c:2]1[cH:3][c:4](-[c:33]2[cH:34][cH:35][c:36]([C:39](=[O:40])[N:76]3[CH2:75][CH2:74][CH:73]([C:72]([F:71])([F:79])[F:80])[CH2:78][CH2:77]3)[cH:37][cH:38]2)[cH:5][c:6]([Cl:32])[c:7]1[CH2:8][CH:9]1[C:10](=[O:31])[N:11]([CH:14]2[CH2:15][CH2:16][CH:17]([O:20][Si:21]([CH:22]([CH3:23])[CH3:24])([CH:25]([CH3:26])[CH3:27])[CH:28]([CH3:29])[CH3:30])[CH2:18][CH2:19]2)[CH2:12][CH2:13]1.